This data is from the Open Reaction Database (ORD), a public repository of structured organic reaction records. The task is: describe an organic reaction: reactants, conditions, products, and yield Starting materials: solution, CN (methylamine), ClCC=1N(C(SC1)=S)C1=C(C(=C(C=C1)F)F)F (4-Chloromethyl-3-(2,3,4-trifluorophenyl)-2(3H)-thiazolethione). Solvent: CO (methanol), C(C)#N (acetonitrile). Run at temperature 50 celsius, time 16 hour. Product: CN1CC=2N(C3=CC=C(C(=C13)F)F)C(SC2)=S (5-methyl-6,7-difluoro-1H,4H-thiazolo[3,4-a]quinoxaline-1-thione). RXN SMILES: Cl[CH2:2][C:3]1[N:4]([C:9]2[CH:14]=[CH:13][C:12]([F:15])=[C:11]([F:16])[C:10]=2F)[C:5](=[S:8])[S:6][CH:7]=1.[CH3:18][NH2:19]>C(#N)C.CO>[CH3:18][N:19]1[C:10]2[C:9](=[CH:14][CH:13]=[C:12]([F:15])[C:11]=2[F:16])[N:4]2[C:5](=[S:8])[S:6][CH:7]=[C:3]2[CH2:2]1. Procedure: 4-Chloromethyl-3-(2,3,4-trifluorophenyl)-2(3H)-thiazolethione (2.5 g) is dissolved in acetonitrile (25 ml) and thereto is added 40% solution of methylamine in methanol (3.3 g), and the mixture is stirred at 50° C. for 16 hours. The reaction mixture is evaporated to dryness under reduced pressure, and water is added to the residue and the mixture is extracted with chloroform. The extract is washed with saline solution, dried over anhydrous sodium sulfate and distilled under reduced pressure to re... The reactants are Cl.ClC1=CC=C(CN(N)C2=CC=C(C=C2)SC)C=C1 (1-(4-chlorobenzyl)-1-(4-methylthiophenyl)hydrazine hydrochloride), CCOC(=O)CC1CCCCC1=O (ethyl 2-cyclohexanone acetate). Product: ClC1=CC=C(CN2C3=CC=C(C=C3C=3CCCC(C23)CC(=O)O)SC)C=C1 (9-p-Chlorobenzyl-6-methylthio-1,2,3,4-tetrahydrocarbazol-1-yl-acetic acid). As a reaction SMILES: Cl.[Cl:2][C:3]1[CH:19]=[CH:18][C:6]([CH2:7][N:8]([C:10]2[CH:15]=[CH:14][C:13]([S:16][CH3:17])=[CH:12][CH:11]=2)N)=[CH:5][CH:4]=1.CC[O:22][C:23]([CH2:25][CH:26]1[C:31](=O)[CH2:30][CH2:29][CH2:28][CH2:27]1)=[O:24]>>[Cl:2][C:3]1[CH:19]=[CH:18][C:6]([CH2:7][N:8]2[C:27]3[CH:26]([CH2:25][C:23]([OH:24])=[O:22])[CH2:31][CH2:30][CH2:29][C:28]=3[C:15]3[C:10]2=[CH:11][CH:12]=[C:13]([S:16][CH3:17])[CH:14]=3)=[CH:5][CH:4]=1 |f:0.1|. Procedure: Following the procedure of Example 1, but using 1-(4-chlorobenzyl)-1-(4-methylthiophenyl)hydrazine hydrochloride and ethyl 2-cyclohexanone acetate as starting materials, the title compound was prepared. Reactants: BrC=1C=CC2=C(C(CCCN2)=O)C1 (7-bromo-2,3,4,5-tetrahydro-1H-1-benzazepine-5-one), C(CC)=O (propionaldehyde), C(C)(=O)O (acetic acid), C(C)(=O)O[BH-](OC(C)=O)OC(C)=O.[Na+] (sodium triacetoxyborohydride). Solvent: ClCCCl (1,2-dichloroethane), O (water). Conditions: time 6 hour. Product: BrC=1C=CC2=C(C(CCCN2CCC)=O)C1 (7-bromo-1-propyl-2,3,4,5-tetrahydro-1H-1-benzazepine-5-one). Reaction SMILES: [Br:1][C:2]1[CH:3]=[CH:4][C:5]2[NH:11][CH2:10][CH2:9][CH2:8][C:7](=[O:12])[C:6]=2[CH:13]=1.[CH:14](=O)[CH2:15][CH3:16].C(O)(=O)C.C(O[BH-](OC(=O)C)OC(=O)C)(=O)C.[Na+]>ClCCCl.O>[Br:1][C:2]1[CH:3]=[CH:4][C:5]2[N:11]([CH2:14][CH2:15][CH3:16])[CH2:10][CH2:9][CH2:8][C:7](=[O:12])[C:6]=2[CH:13]=1 |f:3.4|. Reported procedure: To a solution of 7-bromo-2,3,4,5-tetrahydro-1H-1-benzazepine-5-one (5.0 g), propionaldehyde (15 ml) and acetic acid (4.7 ml) in 1,2-dichloroethane (250 ml) was added sodium triacetoxyborohydride (22.0 g) at room temperature, and the mixture was stirred for 6 hours. To the reaction system was added water, and the mixture was extracted with ethyl acetate. The organic layer was washed with an aqueous solution of sodium hydrogen carbonate and saturated brine, and dried with magnesium sulfate. After ... Starting materials: C(C)(=O)O[BH-](OC(C)=O)OC(C)=O.[Na+] (sodium triacetoxyborohydride), C1(=CC=C(C=C1)NC1CCNCC1)C (4-(p-toluidino)piperidine), C(=O)CC1(CCCCC1)CCN1C(C=2C(C1=O)=CC=CC2)=O (N-[2-[1-(formylmethyl)cyclohexyl]ethyl]phthalimide), C(C)(=O)O (acetic acid), C(O)([O-])=O.[Na+] (sodium hydrogencarbonate). Run in ClCCCl (1,2-dichloroethane). Reaction conditions: time 1.5 hour. The product is C1(=CC=C(C=C1)NC1CCN(CC1)CCC1(CCCCC1)CCN1C(C=2C(C1=O)=CC=CC2)=O)C (N-[2-[1-[2-[4-(p-Toluidino)piperidin-1-yl]ethyl]cyclohexyl]ethyl]phthalimide). Yield: 108.4%. As a reaction SMILES: C(O[BH-](OC(=O)C)OC(=O)C)(=O)C.[Na+].[C:15]1([CH3:28])[CH:20]=[CH:19][C:18]([NH:21][CH:22]2[CH2:27][CH2:26][NH:25][CH2:24][CH2:23]2)=[CH:17][CH:16]=1.[CH:29]([CH2:31][C:32]1([CH2:38][CH2:39][N:40]2[C:44](=[O:45])[C:43]3=[CH:46][CH:47]=[CH:48][CH:49]=[C:42]3[C:41]2=[O:50])[CH2:37][CH2:36][CH2:35][CH2:34][CH2:33]1)=O.C(O)(=O)C.C(=O)([O-])O.[Na+]>ClCCCl>[C:15]1([CH3:28])[CH:16]=[CH:17][C:18]([NH:21][CH:22]2[CH2:27][CH2:26][N:25]([CH2:29][CH2:31][C:32]3([CH2:38][CH2:39][N:40]4[C:44](=[O:45])[C:43]5=[CH:46][CH:47]=[CH:48][CH:49]=[C:42]5[C:41]4=[O:50])[CH2:33][CH2:34][CH2:35][CH2:36][CH2:37]3)[CH2:24][CH2:23]2)=[CH:19][CH:20]=1 |f:0.1,5.6|. Procedure details: After adding sodium triacetoxyborohydride (0.82 g, 3.85 mmol) to a solution of 4-(p-toluidino)piperidine (0.73 g, 3.85 mmol), N-[2-[1-(formylmethyl)cyclohexyl]ethyl]phthalimide (0.77 g, 2.57 mmol) and acetic acid (0.30 mL, 5.14 mmol) in 1,2-dichloroethane (10 mL), the mixture was stirred at room temperature for 1.5 hours. Saturated aqueous sodium hydrogencarbonate was then added, and extraction was performed with chloroform-ethanol (10:1). After drying (anhydrous sodium sulfate), the solvent was... Reactants: Cc1sc(N2CCC(C(F)(F)F)CC2)nc1CCO, ClCCl, COC(=O)Cc1cccc(O)c1F, CCOC(=O)N=NC(=O)OCC, c1ccc(P(c2ccccc2)c2ccccc2)cc1. The product is COC(=O)Cc1cccc(OCCc2nc(N3CCC(C(F)(F)F)CC3)sc2C)c1F. Reaction SMILES: [CH3:1][c:2]1[c:3]([CH2:17][CH2:18][OH:19])[n:4][c:5]([N:7]2[CH2:8][CH2:9][CH:10]([C:13]([F:14])([F:15])[F:16])[CH2:11][CH2:12]2)[s:6]1.[Cl:64][CH2:65][Cl:66].[F:20][c:21]1[c:22]([CH2:28][C:29](=[O:30])[O:31][CH3:32])[cH:23][cH:24][cH:25][c:26]1[OH:27].[O:52]=[C:53]([O:54][CH2:55][CH3:56])[N:57]=[N:58][C:59]([O:60][CH2:61][CH3:62])=[O:63].[c:33]1([P:34]([c:35]2[cH:36][cH:37][cH:38][cH:39][cH:40]2)[c:41]2[cH:42][cH:43][cH:44][cH:45][cH:46]2)[cH:47][cH:48][cH:49][cH:50][cH:51]1>>[CH3:1][c:2]1[c:3]([CH2:17][CH2:18][O:19][c:26]2[c:21]([F:20])[c:22]([CH2:28][C:29](=[O:30])[O:31][CH3:32])[cH:23][cH:24][cH:25]2)[n:4][c:5]([N:7]2[CH2:8][CH2:9][CH:10]([C:13]([F:14])([F:15])[F:16])[CH2:11][CH2:12]2)[s:6]1. Reactants: C(C)(C)NCC1=CC=CC=C1 (N-isopropyl-N-benzylamine), C(C)(C)P(=O)(Cl)Cl (isopropyl phosphonic dichloride), C(C)(C)P(=O)(Cl)Cl (isopropyl phosphonic dichloride), dilithio. The solvent is petroleum ether. Yields the product C(C)(C)P1(N(CC2=C1C=CC=C2)C(C)C)=O (1,2-diisopropyl-2,3-dihydro-1H-2,1-benzazaphosphole-1-oxide). The yield is 16.0%. Reaction SMILES: [CH:1]([NH:4][CH2:5][C:6]1[CH:11]=[CH:10][CH:9]=[CH:8][CH:7]=1)([CH3:3])[CH3:2].[CH:12]([P:15](Cl)(Cl)=[O:16])([CH3:14])[CH3:13]>>[CH:12]([P:15]1(=[O:16])[C:7]2[CH:8]=[CH:9][CH:10]=[CH:11][C:6]=2[CH2:5][N:4]1[CH:1]([CH3:3])[CH3:2])([CH3:14])[CH3:13]. Reported procedure: The procedure of Example 30 was employed utilizing N-isopropyl-N-benzylamine and isopropyl phosphonic dichloride. The reaction of the dilithio compound and the isopropyl phosphonic dichloride was conducted at -70° C. The crude product produced as a result of the chromatographic separation was distilled at 130° C. and 0.1 mm to yield a colorless oil. This oil was slurried in petroleum ether to yield 1,2-diisopropyl-2,3-dihydro-1H-2,1-benzazaphosphole-1-oxide (2.28 g, 16% yield) as a pale yellow o... The reactants are [Br-], C1CCOC1, CC(=O)c1cccc(O)c1, Cc1ccc([Mg+])cc1. Yields the product Cc1ccc(C(C)(O)c2cccc(O)c2)cc1. RXN SMILES: [Br-:11].[O:20]1[CH2:21][CH2:22][CH2:23][CH2:24]1.[OH:1][c:2]1[cH:3][c:4]([C:8]([CH3:9])=[O:10])[cH:5][cH:6][cH:7]1.[c:12]1([CH3:19])[cH:13][cH:14][c:15]([Mg+:18])[cH:16][cH:17]1>>[OH:1][c:2]1[cH:3][c:4]([C:8]([CH3:9])([OH:10])[c:15]2[cH:14][cH:13][c:12]([CH3:19])[cH:17][cH:16]2)[cH:5][cH:6][cH:7]1.